This data is from the Open Reaction Database (ORD), a public repository of structured organic reaction records. The task is: describe an organic reaction: reactants, conditions, products, and yield Starting materials: ClC1=C(C=CC=C1)C=1N=C(NC1C1=C(C=CC=C1)Cl)C1=CC=CC=C1 (4,5-Bis(2-chlorophenyl)-2-phenylimidazole), BrCCCCCCCC(=O)OCC (ethyl 8-bromooctanoate). Product: ClC1=C(C=CC=C1)C=1N=C(N(C1C1=C(C=CC=C1)Cl)CCCCCCCC(=O)OCC)C1=CC=CC=C1 (4,5-bis(2-chloro-phenyl)-1-(7-ethoxycarbonylheptyl)-2-phenylimidazole). The yield is 77.6%. RXN SMILES: [Cl:1][C:2]1[CH:7]=[CH:6][CH:5]=[CH:4][C:3]=1[C:8]1[N:9]=[C:10]([C:20]2[CH:25]=[CH:24][CH:23]=[CH:22][CH:21]=2)[NH:11][C:12]=1[C:13]1[CH:18]=[CH:17][CH:16]=[CH:15][C:14]=1[Cl:19].Br[CH2:27][CH2:28][CH2:29][CH2:30][CH2:31][CH2:32][CH2:33][C:34]([O:36][CH2:37][CH3:38])=[O:35]>>[Cl:19][C:14]1[CH:15]=[CH:16][CH:17]=[CH:18][C:13]=1[C:12]1[N:11]=[C:10]([C:20]2[CH:21]=[CH:22][CH:23]=[CH:24][CH:25]=2)[N:9]([CH2:27][CH2:28][CH2:29][CH2:30][CH2:31][CH2:32][CH2:33][C:34]([O:36][CH2:37][CH3:38])=[O:35])[C:8]=1[C:3]1[CH:4]=[CH:5][CH:6]=[CH:7][C:2]=1[Cl:1]. Reported procedure: 4,5-Bis(2-chlorophenyl)-2-phenylimidazole (1.7 g) (J. Org. Chem., 1971, 36, 2262) was reacted with ethyl 8-bromooctanoate in a method similar to Example 9. Column chromatography on silica gel eluted with a dichloro-methane:ethanol gradient gave 4,5-bis(2-chloro-phenyl)-1-(7-ethoxycarbonylheptyl)-2-phenylimidazole (1.94 g, 77.6%) as an oil. The reactants are Cl.Cl.N[C@H]([C@@H](C(=O)NC1CC1)O)CC ((2S,3S)-3-amino-N-cyclopropyl-2-hydroxypentanamide dihydrochloride), C1(CCCCC1)C[C@@H](CO)NC(OC(C)(C)C)=O ((S)-tert-butyl 1-cyclohexyl-3-hydroxypropan-2-ylcarbamate). Product: Cl.Cl.N[C@H]([C@@H](C(=O)NC1CC1)O)CC1CCCCC1 ((2S,3S)-3-Amino-4-cyclohexyl-N-cyclopropyl-2-hydroxybutanamide dihydrochloride). Reaction SMILES: [ClH:1].Cl.[NH2:3][C@@H:4]([CH2:13][CH3:14])[C@H:5]([OH:12])[C:6]([NH:8][CH:9]1[CH2:11][CH2:10]1)=[O:7].[CH:15]1(C[C@H](NC(=O)OC(C)(C)C)CO)[CH2:20][CH2:19]C[CH2:17][CH2:16]1>>[ClH:1].[ClH:1].[NH2:3][C@@H:4]([CH2:13][CH:14]1[CH2:19][CH2:20][CH2:15][CH2:16][CH2:17]1)[C@H:5]([OH:12])[C:6]([NH:8][CH:9]1[CH2:10][CH2:11]1)=[O:7] |f:0.1.2,4.5.6|. Procedure details: The title compound was prepared in analogy to (2S,3S)-3-amino-N-cyclopropyl-2-hydroxypentanamide dihydrochloride, Representative Procedure A, starting with (S)-tert-butyl 1-cyclohexyl-3-hydroxypropan-2-ylcarbamate in the second step (A2). The reactants are FC=1C=C(C(=C(C1)N)[N+](=O)[O-])C (5-Fluoro-3-methyl-2-nitro-phenylamine), C(=O)(O)[O-].[Na+] (NaHCO3), CC(C)(C)OC(=O)NC1CCNCC1 (4-N-BOC-aminopiperidine), C(C)(C)N(CC)C(C)C (diisopropylethylamine). Run in CS(=O)C (DMSO). Reaction conditions: temperature 85 celsius, time 3 hour. The product is C(C)(C)(C)OC(NC1CCN(CC1)C1=CC(=C(C(=C1)C)[N+](=O)[O-])N)=O ([1-(3-Amino-5-methyl-4-nitro-phenyl)-piperidin-4-yl]-carbamic acid tert-butyl ester). As a reaction SMILES: F[C:2]1[CH:3]=[C:4]([CH3:12])[C:5]([N+:9]([O-:11])=[O:10])=[C:6]([NH2:8])[CH:7]=1.[CH3:13][C:14]([O:17][C:18]([NH:20][CH:21]1[CH2:26][CH2:25][NH:24][CH2:23][CH2:22]1)=[O:19])([CH3:16])[CH3:15].C(N(C(C)C)CC)(C)C.C([O-])(O)=O.[Na+]>CS(C)=O>[C:14]([O:17][C:18](=[O:19])[NH:20][CH:21]1[CH2:26][CH2:25][N:24]([C:2]2[CH:3]=[C:4]([CH3:12])[C:5]([N+:9]([O-:11])=[O:10])=[C:6]([NH2:8])[CH:7]=2)[CH2:23][CH2:22]1)([CH3:16])([CH3:13])[CH3:15] |f:3.4|. Procedure details: 5-Fluoro-3-methyl-2-nitro-phenylamine (0.97 g, 5.7 mmol), 4-N-BOC-aminopiperidine (1.60 g, 8.0 mmol), diisopropylethylamine (2.5 ml, 14 mmol) and DMSO (10 ml) are combined and stirred at 85° C. for 3 hours. The reaction mixture was poured on saturated aqueous NaHCO3 solution and extracted with ethyl acetate. The organic layers were washed with water (3×) and brine, dried over Na2SO4 and concentrated. Flash column chromatography on silica (eluent hexanes-ethyl acetate-triethylamine 50-50-1, then ...